This data is from the Open Reaction Database (ORD), a public repository of structured organic reaction records. The task is: describe an organic reaction: reactants, conditions, products, and yield Starting materials: O=C([O-])[O-], C1CCOC1, Clc1ncc(Cl)c(Cl)n1, [K+], [K+], NC(=O)c1cc(N2CCOCC2)ccc1N, O. Yields the product NC(=O)c1cc(N2CCOCC2)ccc1Nc1nc(Cl)ncc1Cl. As a reaction SMILES: [C:26](=[O:27])([O-:28])[O-:29].[CH2:32]1[O:33][CH2:34][CH2:35][CH2:36]1.[Cl:17][c:18]1[n:19][cH:20][c:21]([Cl:25])[c:22]([Cl:24])[n:23]1.[K+:30].[K+:31].[NH2:1][c:2]1[c:3]([C:4](=[O:5])[NH2:6])[cH:7][c:8]([N:11]2[CH2:12][CH2:13][O:14][CH2:15][CH2:16]2)[cH:9][cH:10]1.[OH2:37]>>[NH:1]([c:2]1[c:3]([C:4](=[O:5])[NH2:6])[cH:7][c:8]([N:11]2[CH2:12][CH2:13][O:14][CH2:15][CH2:16]2)[cH:9][cH:10]1)[c:22]1[c:21]([Cl:25])[cH:20][n:19][c:18]([Cl:17])[n:23]1. Starting materials: Cc1ccccc1, CCOC(=O)CCc1ccc(O)c(F)c1, OCc1ccc(Oc2ccccc2)cc1, CCOC(=O)N=NC(=O)OCC, C1CCOC1, O, c1ccc(P(c2ccccc2)c2ccccc2)cc1. Yields the product CCOC(=O)CCc1ccc(OCc2ccc(Oc3ccccc3)cc2)c(F)c1. Reaction SMILES: [CH3:67][c:68]1[cH:69][cH:70][cH:71][cH:72][cH:73]1.[F:1][c:2]1[cH:3][c:4]([CH2:9][CH2:10][C:11](=[O:12])[O:13][CH2:14][CH3:15])[cH:5][cH:6][c:7]1[OH:8].[O:16]([c:17]1[cH:18][cH:19][cH:20][cH:21][cH:22]1)[c:23]1[cH:24][cH:25][c:26]([CH2:29][OH:30])[cH:27][cH:28]1.[O:50]=[C:51]([O:52][CH2:53][CH3:54])[N:55]=[N:56][C:57]([O:58][CH2:59][CH3:60])=[O:61].[O:62]1[CH2:63][CH2:64][CH2:65][CH2:66]1.[OH2:74].[c:31]1([P:32]([c:33]2[cH:34][cH:35][cH:36][cH:37][cH:38]2)[c:39]2[cH:40][cH:41][cH:42][cH:43][cH:44]2)[cH:45][cH:46][cH:47][cH:48][cH:49]1>>[F:1][c:2]1[cH:3][c:4]([CH2:9][CH2:10][C:11](=[O:12])[O:13][CH2:14][CH3:15])[cH:5][cH:6][c:7]1[O:8][CH2:29][c:26]1[cH:25][cH:24][c:23]([O:16][c:17]2[cH:18][cH:19][cH:20][cH:21][cH:22]2)[cH:28][cH:27]1. Reactants: N[C@@H]([C@H](O)C1=CC=C(C=C1)C1=CC(=NO1)CS(=O)(=O)C)CF ((1R,2S)-2-amino-3-fluoro-1-(4-(3-(methylsulfonylmethyl)isoxazol-5-yl)phenyl)propan-1-ol), C(C)(C)N(CC)C(C)C (diisopropylethylamine), O (Water), FC(C(=O)Cl)F (difluoroacetylchloride). Run in CN(C=O)C (dimethylformamide). Run at time 1 hour. The product is FC(C(=O)N[C@@H]([C@@H](C1=CC=C(C=C1)C1=CC(=NO1)CS(=O)(=O)C)O)CF)F (2,2-difluoro-N-((1R,2S)-3-fluoro-1-hydroxy-1-(4-(3-(methylsulfonylmethyl)isoxazol-5-yl)phenyl)propan-2-yl)acetamide). Yield: 41.0%. RXN SMILES: [NH2:1][C@H:2]([CH2:21][F:22])[C@@H:3]([C:5]1[CH:10]=[CH:9][C:8]([C:11]2[O:15][N:14]=[C:13]([CH2:16][S:17]([CH3:20])(=[O:19])=[O:18])[CH:12]=2)=[CH:7][CH:6]=1)[OH:4].C(N(C(C)C)CC)(C)C.[F:32][CH:33]([F:37])[C:34](Cl)=[O:35].O>CN(C)C=O>[F:32][CH:33]([F:37])[C:34]([NH:1][C@H:2]([CH2:21][F:22])[C@H:3]([OH:4])[C:5]1[CH:10]=[CH:9][C:8]([C:11]2[O:15][N:14]=[C:13]([CH2:16][S:17]([CH3:20])(=[O:18])=[O:19])[CH:12]=2)=[CH:7][CH:6]=1)=[O:35]. Reported procedure: (1R,2S)-2-amino-3-fluoro-1-(4-(3-(methylsulfonylmethyl)isoxazol-5-yl)phenyl)propan-1-ol (75 mg, 0.21 mmol) in dimethylformamide (2 mL) at 5° C. is treated with diisopropylethylamine (0.055 mL, 0.62 mmol) and then difluoroacetylchloride (0.026 mL, 0.25 mmol) is added and the mixture stirred at room temperature for 1 hour. Water is added (10 mL) and extracted with ethyl acetate (10 mL) and the organics washed with brine (10 mL), dried over MgSO4, filtered, concentrated and purified by reverse phas... Reaction SMILES: [C:1]([CH3:2])([CH3:3])([CH3:4])[NH:5][CH2:6][CH:7]([CH2:8][O:9][c:10]1[c:11](-[c:18]2[n:19][n:20][c:21]([O:24][CH3:25])[cH:22][cH:23]2)[cH:12][cH:13][c:14]([O:16][CH3:17])[cH:15]1)[OH:26].[C:27]([NH:28][NH2:29])(=[O:30])[O:31][C:32]([CH3:33])([CH3:34])[CH3:35]>>[C:1]([CH3:2])([CH3:3])([CH3:4])[NH:5][CH2:6][CH:7]([CH2:8][O:9][c:10]1[c:11](-[c:18]2[n:19][n:20][c:21]([NH:29][NH:28][C:27](=[O:30])[O:31][C:32]([CH3:33])([CH3:34])[CH3:35])[cH:22][cH:23]2)[cH:12][cH:13][c:14]([O:16][CH3:17])[cH:15]1)[OH:26]. Reactants: COc1ccc(-c2ccc(OC)nn2)c(OCC(O)CNC(C)(C)C)c1, CC(C)(C)OC(=O)NN. The product is COc1ccc(-c2ccc(NNC(=O)OC(C)(C)C)nn2)c(OCC(O)CNC(C)(C)C)c1. The reactants are CCCCCCOc1ccc(C(=O)OC)cc1, CCO, NN, O, O. The product is CCCCCCOc1ccc(C(=O)NN)cc1. RXN SMILES: [CH2:1]([CH2:2][CH2:3][CH2:4][CH2:5][CH3:6])[O:7][c:8]1[cH:9][cH:10][c:11]([C:12](=[O:13])[O:14][CH3:15])[cH:16][cH:17]1.[CH3:22][CH2:23][OH:24].[NH2:19][NH2:20].[OH2:18].[OH2:21]>>[CH2:1]([CH2:2][CH2:3][CH2:4][CH2:5][CH3:6])[O:7][c:8]1[cH:9][cH:10][c:11]([C:12](=[O:13])[NH:19][NH2:20])[cH:16][cH:17]1. The reactants are CCOC(=O)C(=O)OCC, COc1ccc([N+](=O)[O-])c(C)n1, CCO, [K]. Product: CCOC(=O)C(=O)Cc1nc(OC)ccc1[N+](=O)[O-]. As a reaction SMILES: [C:2]([C:3]([O:5][CH2:4][CH3:6])=[O:7])(=[O:8])[O:9][CH2:10][CH3:11].[CH3:12][O:13][c:14]1[cH:15][cH:16][c:17]([N+:21](=[O:22])[O-:23])[c:18]([CH3:20])[n:19]1.[CH3:24][CH2:25][OH:26].[K:1]>>[C:2]([C:3](=[O:5])[CH2:20][c:18]1[c:17]([N+:21](=[O:22])[O-:23])[cH:16][cH:15][c:14]([O:13][CH3:12])[n:19]1)(=[O:8])[O:9][CH2:10][CH3:11]. Starting materials: CO[C@@H]1C(OC)OC[C@H]([C@H]1O)OC (methyl 2,4-di-O-methylarabinopyranoside), CO[C@H]1C(OC)O[C@@H]([C@@H]([C@@H]1OC)OC)COC (methyl 2,3,4,6-tetra-O-methylgalactopyranoside), CO[C@H]1C(OC)O[C@@H]([C@H]([C@@H]1OC)OC)COC (methyl 2,3,4,6-tetra-O-methylglucopyranoside), sugar. Yields the product CO[C@@H]1[C@H](C(OC)O[C@@H]([C@H]1OC)CO)O (methyl 3,4-di-O-methylglucopyranoside), 3,22,24-tri-O-methyl soyasapogenol A. Reaction SMILES: CO[C@H]1[C@H](O)[C@H](OC)COC1OC.C[O:15][C@@H:16]1[C@@H:23]([O:24][CH3:25])[C@@H:22]([O:26][CH3:27])[C@@H:21]([CH2:28][O:29]C)[O:20][CH:17]1[O:18][CH3:19].CO[C@@H]1[C@@H](OC)[C@H](OC)[C@@H](COC)OC1OC>>[CH3:25][O:24][C@H:23]1[C@H:22]([O:26][CH3:27])[C@@H:21]([CH2:28][OH:29])[O:20][CH:17]([O:18][CH3:19])[C@@H:16]1[OH:15]. Procedure: When it is subjected to methanolysis, it gives 1 mol each of methylglucoside, methylgalactoside, methylarabinoside and methylglucuronide. A completely methylated compound (C68H116O24) obtained by methylation of soyasaponin A2 with methyl iodide, dimethyl sulfoxide and sodium hydride gives 1 mol each of methyl 3,4-di-O-methylglucopyranoside, methyl 2,4-di-O-methylarabinopyranoside, methyl 2,3,4,6-tetra-O-methylgalactopyranoside and methyl 2,3,4,6-tetra-O-methylglucopyranoside as methylated sugar,...